Dataset: the Open Reaction Database (ORD), a public repository of structured organic reaction records. Task: describe an organic reaction: reactants, conditions, products, and yield Starting materials: C1(CCCCCCC1)N (cyclooctylamine), C(C1=CC=CC=C1)OC(=O)N[C@@H](C)C(=O)N1[C@H](C(=O)O)CCC1 (N-benzyloxycarbonyl-L-alanyl-L-proline), C(C)N1CCOCC1 (N-ethylmorpholine), ClC(=O)OCC(C)C (isobutyl chloroformate), ether petroleum ether. Run in O1CCCC1 (tetrahydrofuran), O1CCCC1 (tetrahydrofuran). Run at temperature -10 celsius, time 20 minute. The product is C1(CCCCCCC1)NC([C@H]1N(CCC1)C([C@@H](NC(=O)OCC1=CC=CC=C1)C)=O)=O (N-benzyloxycarbonyl-L-alanyl-L-proline cyclooctylamide). The yield is 59.4%. RXN SMILES: [CH2:1]([O:8][C:9]([NH:11][C@H:12]([C:14]([N:16]1[CH2:23][CH2:22][CH2:21][C@H:17]1[C:18]([OH:20])=O)=[O:15])[CH3:13])=[O:10])[C:2]1[CH:7]=[CH:6][CH:5]=[CH:4][CH:3]=1.C(N1CCOCC1)C.ClC(OCC(C)C)=O.[CH:40]1([NH2:48])[CH2:47][CH2:46][CH2:45][CH2:44][CH2:43][CH2:42][CH2:41]1>O1CCCC1>[CH:40]1([NH:48][C:18](=[O:20])[C@@H:17]2[CH2:21][CH2:22][CH2:23][N:16]2[C:14](=[O:15])[C@H:12]([CH3:13])[NH:11][C:9]([O:8][CH2:1][C:2]2[CH:3]=[CH:4][CH:5]=[CH:6][CH:7]=2)=[O:10])[CH2:47][CH2:46][CH2:45][CH2:44][CH2:43][CH2:42][CH2:41]1. Reported procedure: 6.4 g (0.02 mol) of N-benzyloxycarbonyl-L-alanyl-L-proline were dissolved in 75 ml of dry tetrahydrofuran and the solution was cooled to -10° C. 2.54 ml (0.02 mol) of N-ethylmorpholine and 2.62 ml (0.02 mol) of isobutyl chloroformate were added and the resulting solution was stirred at -10° C. for 20 minutes. A solution of 2.5 g (0.02 mol) of cyclooctylamine in 25 ml of dry tetrahydrofuran was then added. The resulting mixture was stirred at 0° C. for 1 hour and then left to stand at room temper...